From a dataset of the Open Reaction Database (ORD), a public repository of structured organic reaction records. describe an organic reaction: reactants, conditions, products, and yield Reactants: CC1=C(C=O)C=CC=C1 (2-methylbenzaldehyde), [Cl-].O[NH3+] (hydroxylammonium chloride), [OH-].[Na+] (sodium hydroxide), C(CC(O)(C(=O)O)CC(=O)O)(=O)O (citric acid). Solvent: O (water), C(C)O (ethanol), O (water). Product: CC1=C(C=NO)C=CC=C1 (2-methylbenzaldehyde oxime). Isolated yield 70.7%. As a reaction SMILES: [CH3:1][C:2]1[CH:9]=[CH:8][CH:7]=[CH:6][C:3]=1[CH:4]=O.[Cl-].[OH:11][NH3+:12].[OH-].[Na+].C(O)(=O)CC(CC(O)=O)(C(O)=O)O>O.C(O)C>[CH3:1][C:2]1[CH:9]=[CH:8][CH:7]=[CH:6][C:3]=1[CH:4]=[N:12][OH:11] |f:1.2,3.4|. Procedure details: A mixture of 2-methylbenzaldehyde (10.8 g, 90 mmol), hydroxylammonium chloride (9.4 g, 135 mmol), sodium hydroxide (18.0,0.45 mol), ethanol (80 ml) and water (20 ml) was heated at reflux for 1 h. A solution of citric acid (20 g) in water (700 ml) was added and the mixture was left for crystallisation. The precipitate was collected and recrystallised from water to give 8.6 g of 2-methylbenzaldehyde oxime. M.p. 49.0-49.4° C. The reactants are C1=CC=CC=2NC3=C4C=CC=CC4=NC3=CC12 (Quindoline), C(C1=CC=CC=C1)Br (benzyl bromide), CCOCC (Ether). Solvent: C(Cl)(Cl)Cl (chloroform), C(Cl)(Cl)Cl (chloroform). Conditions: temperature 140 celsius. Product: Br.C(C1=CC=CC=C1)[NH+]1C=2C=CC=CC2C=C2N=C3C=CC=CC3=C12 (5-benzylquindolinium hydrobromide). Yield: 99.1%. As a reaction SMILES: [CH:1]1[C:17]2[CH:16]=[C:15]3[C:7](=[C:8]4[C:13](=[N:14]3)[CH:12]=[CH:11][CH:10]=[CH:9]4)[NH:6][C:5]=2[CH:4]=[CH:3][CH:2]=1.[CH2:18]([Br:25])[C:19]1[CH:24]=[CH:23][CH:22]=[CH:21][CH:20]=1.CCOCC>C(Cl)(Cl)Cl>[BrH:25].[CH2:18]([NH+:6]1[C:7]2[C:15]([N:14]=[C:13]3[C:8]=2[CH:9]=[CH:10][CH:11]=[CH:12]3)=[CH:16][C:17]2[CH:1]=[CH:2][CH:3]=[CH:4][C:5]1=2)[C:19]1[CH:24]=[CH:23][CH:22]=[CH:21][CH:20]=1 |f:4.5|. Procedure details: A suspension of quindoline (1.0 g, 4.6 mmol) from Example 2, benzyl bromide (3 mL, 8.5 mmol) and chloroform (5 mL) was heated in a bomb at 140° C. for 48 hours. After cooling, the reaction mixture was dissolved in a small amount chloroform. Ether (100 mL) was added, and the resulting precipitate was filtered and washed with ether to give 1.78 g (100%) of 5-benzylquindolinium hydrobromide as a greenish-yellow solid. A portion of the 5-benzyl quindolinium hydrobromide (0.9 g) obtained above was pu...